Dataset: the Open Reaction Database (ORD), a public repository of structured organic reaction records. Task: describe an organic reaction: reactants, conditions, products, and yield Starting materials: NN1C(NN=C(C1)/C=N/OC)=O (4-amino-6-[(E)-methoxyiminomethyl]-2,5-dihydro-1,2,4-triazin-3-one), N1=CC(=CC=C1)C=O (pyridine-3-carbaldehyde). The reagents and catalysts are Cl (HCl). The solvent is CCO (EtOH). Reaction conditions: temperature 60 celsius. Yields the product CO\N=C\C=1CN(C(NN1)=O)/N=C/C=1C=NC=CC1 (6-[(E)-methoxyiminomethyl]-4-[(E)-3-pyridylmethyleneamino]-2,5-dihydro-1,2,4-triazin-3-one). As a reaction SMILES: [NH2:1][N:2]1[CH2:7][C:6](/[CH:8]=[N:9]/[O:10][CH3:11])=[N:5][NH:4][C:3]1=[O:12].[N:13]1[CH:18]=[CH:17][CH:16]=[C:15]([CH:19]=O)[CH:14]=1>CCO.Cl>[CH3:11][O:10]/[N:9]=[CH:8]/[C:6]1[CH2:7][N:2](/[N:1]=[CH:19]/[C:15]2[CH:14]=[N:13][CH:18]=[CH:17][CH:16]=2)[C:3](=[O:12])[NH:4][N:5]=1. Procedure: To a solution of 4-amino-6-[(E)-methoxyiminomethyl]-2,5-dihydro-1,2,4-triazin-3-one (2.57 g, 15.0 mmol) in EtOH was added pyridine-3-carbaldehyde (1.41 mL, 15.0 mmol), followed by addition of 1 drop conc. HCl. The mixture was heated to 60° C. for 3 h and then allowed to cool to room temperature. After addition of silica gel, the reaction mixture was evaporated and purified by flash chromatography (5% MeOH/CH2Cl2) to give compound I-001 as a white solid. LCMS (Method H) RT 0.97 min. [M+H]+ 261. M... Reactants: C(OC=1C=C(C=O)C=CC1)COC=1C=C(C=O)C=CC1 (3,3'-(ethylenedioxy)dibenzaldehyde), C(=N)(N)NN.Cl (aminoguanidine hydrochloride). Reagents/catalysts: Cl.Cl.NNC(=N)N (aminoguanidine dihydrochloride). Run in C(C)O (ethanol). Yields the product Cl.Cl.C(N)(=N)NN=CC1=CC(=CC=C1)OCCOC=1C=C(C=NNC(N)=N)C=CC1 (3,3'-(ethylenedioxy)dibenzaldehyde bis(amidinohydrazone)dihydrochloride). The yield is 78.5%. As a reaction SMILES: [CH2:1]([CH2:11][O:12][C:13]1[CH:14]=[C:15]([CH:18]=[CH:19][CH:20]=1)[CH:16]=O)[O:2][C:3]1[CH:4]=[C:5]([CH:8]=[CH:9][CH:10]=1)[CH:6]=O.[C:21]([NH:24][NH2:25])([NH2:23])=[NH:22].[ClH:26]>C(O)C.Cl.Cl.NNC(N)=N>[ClH:26].[ClH:26].[C:21]([NH:24][N:25]=[CH:6][C:5]1[CH:8]=[CH:9][CH:10]=[C:3]([O:2][CH2:1][CH2:11][O:12][C:13]2[CH:14]=[C:15]([CH:18]=[CH:19][CH:20]=2)[CH:16]=[N:25][NH:24][C:21](=[NH:22])[NH2:23])[CH:4]=1)(=[NH:23])[NH2:22] |f:1.2,4.5.6,7.8.9|. Reported procedure: 3,3'-(ethylenedioxy)dibenzaldehyde (1.08 g), aminoguanidine hydrochloride (1.105 g), and aminoguanidine dihydrochloride (0.005 g) were heated in 96% ethanol (6.25 mL) for 18 hr under nitrogen. Cooling and filtration gave 1.428 g of 3,3'-(ethylenedioxy)dibenzaldehyde bis(amidinohydrazone)dihydrochloride, mp 264°-6° C. Starting materials: CCN1CC(C)n2c(c(OC)c3c(=O)[nH]nc(C(=O)NC)c32)C1=O, C[Si](C)(C)[N-][Si](C)(C)C, Fc1ccc(CBr)cc1Cl, [Li+], CN(C)C=O. The product is CCN1CC(C)n2c(c(OC)c3c(=O)n(Cc4ccc(F)c(Cl)c4)nc(C(=O)NC)c32)C1=O. RXN SMILES: [CH2:1]([CH3:2])[N:3]1[C:4](=[O:24])[c:5]2[c:6]([O:22][CH3:23])[c:7]3[c:8]([c:9]([C:14](=[O:15])[NH:16][CH3:17])[n:10][nH:11][c:12]3=[O:13])[n:18]2[CH:19]([CH3:21])[CH2:20]1.[CH3:25][Si:26]([N-:27][Si:28]([CH3:29])([CH3:30])[CH3:31])([CH3:32])[CH3:33].[Cl:35][c:36]1[cH:37][c:38]([CH2:39][Br:40])[cH:41][cH:42][c:43]1[F:44].[Li+:34].[O:45]=[CH:46][N:47]([CH3:48])[CH3:49]>>[CH2:1]([CH3:2])[N:3]1[C:4](=[O:24])[c:5]2[c:6]([O:22][CH3:23])[c:7]3[c:8]([c:9]([C:14](=[O:15])[NH:16][CH3:17])[n:10][n:11]([CH2:39][c:38]4[cH:37][c:36]([Cl:35])[c:43]([F:44])[cH:42][cH:41]4)[c:12]3=[O:13])[n:18]2[CH:19]([CH3:21])[CH2:20]1. Starting materials: NC1=C2N=CN(C2=NC(=N1)SCC1=CC=CC=C1)CC1=CC=CC=C1 (6-Amino-9-benzyl-2-benzylthiopurine), BrBr (bromine), S(=S)(=O)([O-])[O-].[Na+].[Na+] (sodium thiosulfate). Solvent: C(Cl)Cl (methylene chloride). Run at time 4 hour. Product: NC1=C2N=C(N(C2=NC(=N1)SCC1=CC=CC=C1)CC1=CC=CC=C1)Br (6-Amino-9-benzyl-2-benzylthio-8-bromopurine). Isolated yield 9.0%. RXN SMILES: [NH2:1][C:2]1[N:10]=[C:9]([S:11][CH2:12][C:13]2[CH:18]=[CH:17][CH:16]=[CH:15][CH:14]=2)[N:8]=[C:7]2[C:3]=1[N:4]=[CH:5][N:6]2[CH2:19][C:20]1[CH:25]=[CH:24][CH:23]=[CH:22][CH:21]=1.[Br:26]Br.S([O-])([O-])(=O)=S.[Na+].[Na+]>C(Cl)Cl>[NH2:1][C:2]1[N:10]=[C:9]([S:11][CH2:12][C:13]2[CH:18]=[CH:17][CH:16]=[CH:15][CH:14]=2)[N:8]=[C:7]2[C:3]=1[N:4]=[C:5]([Br:26])[N:6]2[CH2:19][C:20]1[CH:25]=[CH:24][CH:23]=[CH:22][CH:21]=1 |f:2.3.4|. Procedure: 6-Amino-9-benzyl-2-benzylthiopurine (176 mg, 0.51 mmol) and bromine (1 ml) were dissolved in 160 ml of methylene chloride and the solution was stirred at room temperature for 4 hours. Aqueous sodium thiosulfate was added to the reaction mixture. The organic layer was separated, dried on magnesium sulfate and filtered. The solvent in the filtrate was evaporated in vacuo. The residue was purified with silica gel chromatography (0.5% methanol/chloroform) to give the subject compound (19 mg, yield 9... Starting materials: C(C=1C(O)=CC=CC1)=O (salicylaldehyde), C=O (formaldehyde), Cl (hydrochloric acid), [ 1901 ], Cl (HCl), O (water). The product is C(=O)C=1C=C(CCl)C=CC1O (3-formyl-4-hydroxybenzyl chloride). Yield: 40.0%. Reaction SMILES: [CH:1](=O)[C:2]1[C:3](=[CH:5][CH:6]=[CH:7][CH:8]=1)O.[CH2:10]=[O:11].[ClH:12].[OH2:13]>>[CH:10]([C:7]1[CH:8]=[C:2]([CH:3]=[CH:5][C:6]=1[OH:13])[CH2:1][Cl:12])=[O:11]. Reported procedure: The compound was prepared by a modified procedure of Stoermer and Behn (R. Stoermer and K. Behn, Ber., 34 [1901], 2455). A 500-ml, three-neck flask equipped with a stirrer, thermometer and a gas inlet was charged with salicylaldehyde (61 g), formaldehyde (40 percent aqueous solution, 41 g) and hydrochloric acid (32 weight percent, 60 g). HCl gas was passed into the reaction mixture for 20 hours while the temperature was maintained below 30° C. The resulting dark purple reaction mixture was then ... The reactants are COc1ccc(C(=O)N2CCNCC2)cc1OC, CN(C)C=O, O=C(O)CCl, [K+], [OH-], O. Yields the product COc1ccc(C(=O)N2CCN(CC(=O)O)CC2)cc1OC. As a reaction SMILES: [CH3:1][O:2][c:3]1[cH:4][c:5]([C:6](=[O:7])[N:8]2[CH2:9][CH2:10][NH:11][CH2:12][CH2:13]2)[cH:14][cH:15][c:16]1[O:17][CH3:18].[CH3:26][N:27]([CH3:28])[CH:29]=[O:30].[Cl:21][CH2:22][C:23](=[O:24])[OH:25].[K+:20].[OH-:19].[OH2:31]>>[CH3:1][O:2][c:3]1[cH:4][c:5]([C:6](=[O:7])[N:8]2[CH2:9][CH2:10][N:11]([CH2:22][C:23](=[O:24])[OH:25])[CH2:12][CH2:13]2)[cH:14][cH:15][c:16]1[O:17][CH3:18].